Dataset: the Open Reaction Database (ORD), a public repository of structured organic reaction records. Task: describe an organic reaction: reactants, conditions, products, and yield Reactants: CCN(CC)C(=O)c1ccc(C(O)c2cccc(O[Si](C)(C)C(C)(C)C)c2)cc1, ClCCl, O=S(Cl)Cl. Yields the product CCN(CC)C(=O)c1ccc(C(Cl)c2cccc(O[Si](C)(C)C(C)(C)C)c2)cc1. Reaction SMILES: [C:5]([CH3:6])([CH3:7])([CH3:8])[Si:9]([O:10][c:11]1[cH:12][c:13]([CH:14]([OH:15])[c:16]2[cH:17][cH:18][c:19]([C:20](=[O:21])[N:22]([CH2:23][CH3:24])[CH2:25][CH3:26])[cH:27][cH:28]2)[cH:29][cH:30][cH:31]1)([CH3:32])[CH3:33].[Cl:34][CH2:35][Cl:36].[S:1]([Cl:2])([Cl:3])=[O:4]>>[Cl:3][CH:14]([c:13]1[cH:12][c:11]([O:10][Si:9]([C:5]([CH3:6])([CH3:7])[CH3:8])([CH3:32])[CH3:33])[cH:31][cH:30][cH:29]1)[c:16]1[cH:17][cH:18][c:19]([C:20](=[O:21])[N:22]([CH2:23][CH3:24])[CH2:25][CH3:26])[cH:27][cH:28]1.